Dataset: the Open Reaction Database (ORD), a public repository of structured organic reaction records. Task: describe an organic reaction: reactants, conditions, products, and yield Solvent: C(C)(=O)O (acetic acid). RXN SMILES: [OH:1][C:2]1[C:9]([CH:10]([CH3:12])[CH3:11])=[CH:8][C:5]([CH:6]=O)=[CH:4][C:3]=1[CH:13]([CH3:15])[CH3:14].[NH:16]1[CH2:22][C:20](=[O:21])[NH:19][C:17]1=[S:18].C([O-])(=O)C.[Na+]>C(O)(=O)C>[OH:1][C:2]1[C:9]([CH:10]([CH3:12])[CH3:11])=[CH:8][C:5]([CH:6]=[C:22]2[NH:16][C:17](=[S:18])[NH:19][C:20]2=[O:21])=[CH:4][C:3]=1[CH:13]([CH3:15])[CH3:14] |f:2.3|. Starting materials: OC1=C(C=C(C=O)C=C1C(C)C)C(C)C (4-hydroxy-3,5-bis(1-methylethyl)benzaldehyde), N1C(=S)NC(=O)C1 (2-thiohydantoin), C(C)(=O)[O-].[Na+] (sodium acetate). Procedure: Prepared according to the procedure described in Example 1 using 4-hydroxy-3,5-bis(1-methylethyl)benzaldehyde (3.0 g, 15 mmoles), 2-thiohydantoin (1.6 g, 14 mmoles), sodium acetate (4.2 g, 51 mmoles), and acetic acid (35 ml), filtered off, dried, and recrystallized from acetonitrile to afford the pure product (1.4 g), mp 225°-230° C. The yield is 32.9%. The product is OC1=C(C=C(C=C1C(C)C)C=C1C(NC(N1)=S)=O)C(C)C (5-[[4-hydroxy-3,5-bis(1-methylethyl)phenyl]methylene]-2-thioxo-4-imidazolidinone). As a reaction SMILES: [CH3:1][N:2]([CH2:9][CH:10]([OH:13])[CH2:11][NH2:12])[C:3]1[CH:8]=[CH:7][CH:6]=[CH:5][CH:4]=1.O=[C:15]([CH3:32])[CH2:16][O:17][C:18]1[CH:31]=[CH:30][C:21]([CH2:22][CH:23]2[S:27][C:26](=[O:28])[NH:25][C:24]2=[O:29])=[CH:20][CH:19]=1.C([BH3-])#N.[Na+]>CO>[CH3:1][N:2]([CH2:9][CH:10]([OH:13])[CH2:11][NH:12][CH:15]([CH3:32])[CH2:16][O:17][C:18]1[CH:19]=[CH:20][C:21]([CH2:22][CH:23]2[S:27][C:26](=[O:28])[NH:25][C:24]2=[O:29])=[CH:30][CH:31]=1)[C:3]1[CH:8]=[CH:7][CH:6]=[CH:5][CH:4]=1 |f:2.3|. The yield is 54.7%. The solvent is CO (methanol). Procedure: A procedure similar to that described in Example 2 was repeated, except that 1.55 g of 3-(N-methyl-N-phenylamino)-2-hydroxypropylamine (prepared as described in Preparation 90), 1.6 g of 5-[4-(2-oxopropoxy)benzyl]-thiazolidine-2,4-dione, 0.4 g of sodium cyanoborohydride and 50 ml of anhydrous methanol were used, to give 1.39 g of the title compound, melting at 115° C. to 125° C. Yields the product CN(C1=CC=CC=C1)CC(CNC(COC1=CC=C(CC2C(NC(S2)=O)=O)C=C1)C)O (5-[4-{2-[3-(N-Methyl-N-phenylamino)-2-hydroxypropylamino]propoxy}benzyl]thiazolidine-2,4-dione). Reactants: CN(C1=CC=CC=C1)CC(CN)O (3-(N-methyl-N-phenylamino)-2-hydroxypropylamine), O=C(COC1=CC=C(CC2C(NC(S2)=O)=O)C=C1)C (5-[4-(2-oxopropoxy)benzyl]-thiazolidine-2,4-dione), C(#N)[BH3-].[Na+] (sodium cyanoborohydride). The reactants are Br, CC(=O)O, COc1cc2c(cc1OC)C(=O)CCC2, O. Product: COc1cc2c(cc1O)C(=O)CCC2. As a reaction SMILES: [BrH:21].[C:17]([OH:18])(=[O:19])[CH3:20].[CH3:1][O:2][c:3]1[cH:4][c:5]2[c:10]([cH:11][c:12]1[O:13][CH3:14])[C:9](=[O:15])[CH2:8][CH2:7][CH2:6]2.[OH2:16]>>[CH3:1][O:2][c:3]1[cH:4][c:5]2[c:10]([cH:11][c:12]1[OH:13])[C:9](=[O:15])[CH2:8][CH2:7][CH2:6]2. Starting materials: CN(C)c1ccccn1, CC(C)C1C(=O)OC(=O)N1c1ccc(Cl)cc1, C#CCN1CC(=O)N(CO)C1=O, C1CCOC1. Yields the product C#CCN1CC(=O)N(COC(=O)C(Nc2ccc(Cl)cc2)C(C)C)C1=O. Reaction SMILES: [CH3:18][N:19]([c:20]1[cH:21][cH:22][cH:23][cH:24][n:25]1)[CH3:26].[Cl:1][c:2]1[cH:3][cH:4][c:5]([N:8]2[C:9](=[O:17])[O:10][C:11](=[O:16])[CH:12]2[CH:13]([CH3:14])[CH3:15])[cH:6][cH:7]1.[O:27]=[C:28]1[N:29]([CH2:36][C:37]#[CH:38])[CH2:30][C:31](=[O:35])[N:32]1[CH2:33][OH:34].[O:39]1[CH2:40][CH2:41][CH2:42][CH2:43]1>>[Cl:1][c:2]1[cH:3][cH:4][c:5]([NH:8][CH:12]([C:11]([O:10][CH2:9][N:32]2[C:28](=[O:27])[N:29]([CH2:36][C:37]#[CH:38])[CH2:30][C:31]2=[O:35])=[O:16])[CH:13]([CH3:14])[CH3:15])[cH:6][cH:7]1. Reactants: C1(CC1)N1C=C(C(C2=C(C(=C(C(=C12)F)F)F)N)=O)C(=O)O (1-cyclopropyl-5-amino-6,7,8-trifluoro-4-oxo-1,4-dihydro-3-quinoline-carboxylic acid), C(C)ON=C1CNCC12CN(C2)C(=O)OC(C)(C)C (t-butyl 8-(ethoxyimino)-2,6-diazaspiro[3,4]octane-2-carboxylate), C(C)#N (acetonitrile). The solvent is C(C)N(CC)CC (triethylamine). Conditions: time 1 hour. Yields the product C(C)(C)(C)OC(=O)N1CC2(C1)CN(CC2=NOCC)C2=C(C(=C1C(C(=CN(C1=C2F)C2CC2)C(=O)O)=O)N)F (7-[2-(t-butoxycarbonyl)-8-(ethoxyimino)-2,6-diazaspiro[3,4]oct-6-yl]-1-cyclopropyl-5-amino-6,8-difluoro-4-oxo-1,4-dihydro-3-quinolinecarboxylic acid). Isolated yield 51.7%. Reaction SMILES: [CH:1]1([N:4]2[C:13]3[C:8](=[C:9]([NH2:17])[C:10]([F:16])=[C:11](F)[C:12]=3[F:14])[C:7](=[O:18])[C:6]([C:19]([OH:21])=[O:20])=[CH:5]2)[CH2:3][CH2:2]1.[CH2:22]([O:24][N:25]=[C:26]1[C:30]2([CH2:33][N:32]([C:34]([O:36][C:37]([CH3:40])([CH3:39])[CH3:38])=[O:35])[CH2:31]2)[CH2:29][NH:28][CH2:27]1)[CH3:23].C(#N)C>C(N(CC)CC)C>[C:37]([O:36][C:34]([N:32]1[CH2:33][C:30]2([C:26](=[N:25][O:24][CH2:22][CH3:23])[CH2:27][N:28]([C:11]3[C:12]([F:14])=[C:13]4[C:8]([C:7](=[O:18])[C:6]([C:19]([OH:21])=[O:20])=[CH:5][N:4]4[CH:1]4[CH2:3][CH2:2]4)=[C:9]([NH2:17])[C:10]=3[F:16])[CH2:29]2)[CH2:31]1)=[O:35])([CH3:40])([CH3:39])[CH3:38]. Procedure details: 400 mg of 1-cyclopropyl-5-amino-6,7,8-trifluoro-4-oxo-1,4-dihydro-3-quinoline-carboxylic acid, 690 mg of t-butyl 8-(ethoxyimino)-2,6-diazaspiro[3,4]octane-2-carboxylate and 2 g of Amberlite® IRA-420 were added to 15 ml of acetonitrile and thereto 1.5 ml of triethylamine was dropped and the resulting mixture was refluxed for 5 days and filtered. The filtrate was concentrated under the reduced pressure and to the resulting residue 10 ml of isopropanol was added and the resulting solution was stirr...